Dataset: the Open Reaction Database (ORD), a public repository of structured organic reaction records. Task: describe an organic reaction: reactants, conditions, products, and yield The product is CC(CN1C([C@H](CC2=C(C=3C=NNC3C=C2)C1)CC(N1CCC(CC1)N1C(NC2=CC=CC=C2C1)=O)=O)=O)(C)C (9-(2,2-dimethyl-propyl)-7-(R)-{2-oxo-2-[4-(2-oxo-1,4-dihydro-2H-quinazolin-3-yl)-piperidin-1-yl]-ethyl}-6,7,9,10-tetrahydro-3H-2,3,9-triaza-cyclohepta[e]inden-8-one). RXN SMILES: O=C1N(C2CCNCC2)CC2C(=CC=CC=2)N1.Cl[C:19]1[C:27]2[NH:26][N:25]=[CH:24][C:23]=2[C:22]2[CH2:28][N:29]([CH2:54][C:55]([CH3:58])([CH3:57])[CH3:56])[C:30](=[O:53])[C@@H:31]([CH2:33][C:34](=[O:52])[N:35]3[CH2:40][CH2:39][CH:38]([N:41]4[CH2:50][C:49]5[C:44](=[CH:45][CH:46]=[CH:47][CH:48]=5)[NH:43][C:42]4=[O:51])[CH2:37][CH2:36]3)[CH2:32][C:21]=2[CH:20]=1>>[CH3:56][C:55]([CH3:58])([CH3:57])[CH2:54][N:29]1[CH2:28][C:22]2[C:23]3[CH:24]=[N:25][NH:26][C:27]=3[CH:19]=[CH:20][C:21]=2[CH2:32][C@H:31]([CH2:33][C:34](=[O:52])[N:35]2[CH2:36][CH2:37][CH:38]([N:41]3[CH2:50][C:49]4[C:44](=[CH:45][CH:46]=[CH:47][CH:48]=4)[NH:43][C:42]3=[O:51])[CH2:39][CH2:40]2)[C:30]1=[O:53]. Procedure details: [9-(2,2-dimethyl-propyl)-8-oxo-3,6,7,8,9,10-hexahydro-2,3,9-triaza-(R)-cyclohepta[e]inden-7-yl]-acetic acid (75 mg, 0.23 mmol) and 4-(2-Oxo-1,4-dihydro-2H-quinazolin-3-yl) piperidine (65 mg, 0.28 mmol) were combined in a manner analogous to the preparation of 4-Chloro-9-(2,2-dimethyl-propyl)-7-(R)-{2-oxo-2-[4-(2-oxo-1,4-dihydro-2H-quinazolin-3-yl)-piperidin-1-yl]-ethyl}-6,7,9,10-tetrahydro-3H-2,3,9-triaza-cyclohepta[e]inden-8-one. Title compound was obtained as a white solid in 32% yield. High r... The yield is 32.0%. The reactants are [9-(2,2-dimethyl-propyl)-8-oxo-3,6,7,8,9,10-hexahydro-2,3,9-triaza-(R)-cyclohepta[e]inden-7-yl]-acetic acid, O=C1NC2=CC=CC=C2CN1C1CCNCC1 (4-(2-Oxo-1,4-dihydro-2H-quinazolin-3-yl) piperidine), ClC1=CC2=C(C=3C=NNC13)CN(C([C@H](C2)CC(N2CCC(CC2)N2C(NC1=CC=CC=C1C2)=O)=O)=O)CC(C)(C)C (4-Chloro-9-(2,2-dimethyl-propyl)-7-(R)-{2-oxo-2-[4-(2-oxo-1,4-dihydro-2H-quinazolin-3-yl)-piperidin-1-yl]-ethyl}-6,7,9,10-tetrahydro-3H-2,3,9-triaza-cyclohepta[e]inden-8-one). The reactants are CC1=CC=2C=NC=CC2O1 (2-methylfuro[3,2-c]pyridine), NOC1=C(C=C(C=C1)[N+](=O)[O-])[N+](=O)[O-] (1-(aminooxy)-2,4-dinitrobenzene), C(C)OCC (diethyl ether). Run in C(C)#N (acetonitrile). Reaction conditions: temperature 30 celsius, time 22 hour. The product is [N+](=O)([O-])C1=C(C=CC(=C1)[N+](=O)[O-])[O-].N[N+]1=CC2=C(C=C1)OC(=C2)C (5-amino-2-methylfuro[3,2-c]pyridin-5-ium 2,4-dinitrobenzenolate). The yield is 81.7%. As a reaction SMILES: [CH3:1][C:2]1[O:10][C:9]2[CH:8]=[CH:7][N:6]=[CH:5][C:4]=2[CH:3]=1.[NH2:11][O:12][C:13]1[CH:18]=[CH:17][C:16]([N+:19]([O-:21])=[O:20])=[CH:15][C:14]=1[N+:22]([O-:24])=[O:23].C(OCC)C>C(#N)C>[N+:22]([C:14]1[CH:15]=[C:16]([N+:19]([O-:21])=[O:20])[CH:17]=[CH:18][C:13]=1[O-:12])([O-:24])=[O:23].[NH2:11][N+:6]1[CH:7]=[CH:8][C:9]2[O:10][C:2]([CH3:1])=[CH:3][C:4]=2[CH:5]=1 |f:4.5|. Procedure details: A mixture of 2-methylfuro[3,2-c]pyridine (1.20 g, 8.99 mmol) and 1-(aminooxy)-2,4-dinitrobenzene (1.79 g, 8.99 mmol) in acetonitrile (9.0 mL) was stirred at 30° C. for 22 hr, and diethyl ether was added. The resulting precipitate was collected by filtration to give the title compound (2.44 g, yield 82%). Starting materials: [H-].[Na+] (sodium hydride), ice, C(C1=CC=CC=C1)N1C[C@@H](CC1)NC1=NC=C(C=O)C=C1F (6-{[(3R)-1-benzyl-3-pyrrolidinyl]amino}-5-fluoronicotinaldehyde), [Na+].[Cl-] (NaCl), COP(=O)(OC)CC(=O)OCC (ethyl (dimethoxyphosphoryl)acetate). The solvent is C1CCOC1 (THF), CCOC(=O)C (AcOEt). Conditions: temperature 24 celsius, time 40 minute. The product is C(C1=CC=CC=C1)N1C[C@@H](CC1)NC1=C(C=C(C=N1)/C=C/C(=O)OCC)F (ethyl (2E)-3-(6-{[(3R)-1-benzyl-3-pyrrolidinyl]amino}-5-fluoro-3-pyridinyl)acrylate). The yield is 36.0%. RXN SMILES: [H-].[Na+].COP([CH2:9][C:10]([O:12][CH2:13][CH3:14])=[O:11])(OC)=O.[CH2:15]([N:22]1[CH2:26][CH2:25][C@@H:24]([NH:27][C:28]2[C:35]([F:36])=[CH:34][C:31]([CH:32]=O)=[CH:30][N:29]=2)[CH2:23]1)[C:16]1[CH:21]=[CH:20][CH:19]=[CH:18][CH:17]=1.[Na+].[Cl-]>C1COCC1.CCOC(C)=O>[CH2:15]([N:22]1[CH2:26][CH2:25][C@@H:24]([NH:27][C:28]2[N:29]=[CH:30][C:31](/[CH:32]=[CH:9]/[C:10]([O:12][CH2:13][CH3:14])=[O:11])=[CH:34][C:35]=2[F:36])[CH2:23]1)[C:16]1[CH:21]=[CH:20][CH:19]=[CH:18][CH:17]=1 |f:0.1,4.5|. Procedure: To an ice-cooled suspension of sodium hydride (38.5 mg) in THF (10 ml) was added ethyl (dimethoxyphosphoryl)acetate (206 mg), and the mixture was stirred at 24° C. for 40 minutes. To the mixture was added 6-{[(3R)-1-benzyl-3-pyrrolidinyl]amino}-5-fluoronicotinaldehyde (250 mg) at 24° C., the reaction mixture was stirred at same temperature for 30 minutes. The reaction mixture was poured into a mixture of AcOEt and 5% aqueous NaCl. The separated organic layer was washed with brine, dried over sod...